Task: describe an organic reaction: reactants, conditions, products, and yield. Dataset: the Open Reaction Database (ORD), a public repository of structured organic reaction records The reactants are N(=NC(=O)OCC)C(=O)OCC (diethyl azodicarboxylate), OCC1=CC=C(N1C)C(=O)OC (methyl 5-(hydroxymethyl)-1-methyl-1H-pyrrole-2-carboxylate), C1(C=2C(C(N1)=O)=CC=CC2)=O (phthalimide), C1(=CC=CC=C1)P(C1=CC=CC=C1)C1=CC=CC=C1 (triphenylphosphine). Run in C1CCOC1 (THF). Conditions: time 8 hour. Product: O=C1N(C(C2=CC=CC=C12)=O)CC1=CC=C(N1C)C(=O)OC (methyl 5-[(1,3-dioxo-1,3-dihydro-2H-isoindol-2-yl)methyl]-1-methyl-1H-pyrrole-2-carboxylate). Isolated yield 62.5%. Reaction SMILES: O[CH2:2][C:3]1[N:7]([CH3:8])[C:6]([C:9]([O:11][CH3:12])=[O:10])=[CH:5][CH:4]=1.[C:13]1(=[O:23])[NH:17][C:16](=[O:18])[C:15]2=[CH:19][CH:20]=[CH:21][CH:22]=[C:14]12.C1(P(C2C=CC=CC=2)C2C=CC=CC=2)C=CC=CC=1.N(C(OCC)=O)=NC(OCC)=O>C1COCC1>[O:18]=[C:16]1[C:15]2[C:14](=[CH:22][CH:21]=[CH:20][CH:19]=2)[C:13](=[O:23])[N:17]1[CH2:2][C:3]1[N:7]([CH3:8])[C:6]([C:9]([O:11][CH3:12])=[O:10])=[CH:5][CH:4]=1. Reported procedure: 590 mg of methyl 5-(hydroxymethyl)-1-methyl-1H-pyrrole-2-carboxylate, 770 mg of phthalimide, and 1.83 g of triphenylphosphine were dissolved in 10.0 mL of THF, and 2.75 mL of diethyl azodicarboxylate was added thereto under ice-cooling, followed by stirring at room temperature overnight. The reaction liquid was concentrated under reduced pressure, and the obtained residue was purified by silica gel column chromatography (hexane:ethyl acetate=3:1 to 1:1) to obtain 650 mg of methyl 5-[(1,3-dioxo-1...